From a dataset of the Open Reaction Database (ORD), a public repository of structured organic reaction records. describe an organic reaction: reactants, conditions, products, and yield Reactants: 145, 5, N1=C(C=CC=C1C)C (2,6-lutidine), P(OCC)(OCC)OCC (triethyl phosphite), CN(C)C=O (DMF). Reagents/catalysts: C=1C=CC(=CC1)/C=C/C(=O)/C=C/C2=CC=CC=C2.C=1C=CC(=CC1)/C=C/C(=O)/C=C/C2=CC=CC=C2.C=1C=CC(=CC1)/C=C/C(=O)/C=C/C2=CC=CC=C2.[Pd].[Pd].C(Cl)(Cl)Cl (Pd2 dba3 CHCl3). Run at time 5 minute. Yields the product NC1=C(C2=CC=CC=C2C=C1)O (Aminonaphthol). The yield is 82.0%. As a reaction SMILES: P([O:8][CH2:9][CH3:10])(OCC)OCC.N1[C:16]([CH3:17])=[CH:15][CH:14]=[CH:13][C:12]=1[CH3:18].C[N:20]([CH:22]=O)C>C1C=CC(/C=C/C(/C=C/C2C=CC=CC=2)=O)=CC=1.C1C=CC(/C=C/C(/C=C/C2C=CC=CC=2)=O)=CC=1.C1C=CC(/C=C/C(/C=C/C2C=CC=CC=2)=O)=CC=1.[Pd].[Pd].C(Cl)(Cl)Cl>[NH2:20][C:22]1[CH:17]=[CH:16][C:15]2[C:10](=[CH:18][CH:12]=[CH:13][CH:14]=2)[C:9]=1[OH:8] |f:3.4.5.6.7.8|. Reported procedure: To dry DMF (60 mL) were added Pd2 dba3-CHCl3 (0.04 g, 0.038 mmol), and triethyl phosphite (0.04 mL, 0.229 mmol), and the solution was aged for 5 minutes at room temperature. The mixture was degassed with 3 nitrogen/vacuum cycles and stirred for 30 minutes until solution became yellow. Then the naphtholamine 145 (0.20 g, 0.80 mmol), CPI 5 (0.52 g, 0.88 mmol), and 2,6-lutidine (0.046 mL, 0.4 mmole) were added to the reaction solution and the resulting mixture was aged for 3 hours. Solvent was remo... Reactants: CCC([BH-](C(CC)C)C(CC)C)C.[Li+] (L-selectride), C1(=CC=CC=C1)COC(=O)[C@]1([C@@H]2[C@H]([C@@H]2C(C1)=O)C(=O)OCC1=CC=CC=C1)NC(=O)OC(C)(C)C (bis[(phenyl)methyl](1S,2S,5R,6R)-2-(tert-butoxycarbonylamino)-4-oxo-bicyclo[3.1.0]hexane-2,6-dicarboxylate). The solvent is O1CCCC1 (tetrahydrofuran), C1CCOC1 (THF). Conditions: time 45 minute. The product is C(C1=CC=CC=C1)OC(=O)[C@]1([C@@H]2[C@H]([C@@H]2[C@H](C1)O)C(=O)OCC1=CC=CC=C1)NC(=O)OC(C)(C)C (Dibenzyl(1S,2S,4S,5R,6R)-2-tert-butoxycarbonylamino-4-hydroxy-bicyclo[3.1.0]hexane-2,6-dicarboxylate). RXN SMILES: CCC(C)[BH-](C(C)CC)C(C)CC.[Li+].[C:15]1([CH2:21][O:22][C:23]([C@:25]2([NH:42][C:43]([O:45][C:46]([CH3:49])([CH3:48])[CH3:47])=[O:44])[CH2:30][C:29](=[O:31])[C@@H:28]3[C@H:26]2[C@H:27]3[C:32]([O:34][CH2:35][C:36]2[CH:41]=[CH:40][CH:39]=[CH:38][CH:37]=2)=[O:33])=[O:24])[CH:20]=[CH:19][CH:18]=[CH:17][CH:16]=1>O1CCCC1>[CH2:21]([O:22][C:23]([C@:25]1([NH:42][C:43]([O:45][C:46]([CH3:49])([CH3:48])[CH3:47])=[O:44])[CH2:30][C@H:29]([OH:31])[C@@H:28]2[C@H:26]1[C@H:27]2[C:32]([O:34][CH2:35][C:36]1[CH:41]=[CH:40][CH:39]=[CH:38][CH:37]=1)=[O:33])=[O:24])[C:15]1[CH:16]=[CH:17][CH:18]=[CH:19][CH:20]=1 |f:0.1|. Procedure: Add 1M L-selectride solution in THF (30 mL, 30 mmol) dropwise to a stirred solution of bis[(phenyl)methyl](1S,2S,5R,6R)-2-(tert-butoxycarbonylamino)-4-oxo-bicyclo[3.1.0]hexane-2,6-dicarboxylate (9.15 g, 19.08 mmol) in tetrahydrofuran (20 mL) at −78° C. Stir the resulting orange mixture under nitrogen for 1 hour 45 minutes. Quench with a saturated solution of sodium hydrogen carbonate at −78° C. Dilute with water and ethyl acetate. Separate the layers and wash the organic phase with brine and wat... Starting materials: CCCC[N+](CCCC)(CCCC)CCCC, ClCCl, [O-]Cl, OC(c1ccc(C(F)(F)F)cc1)C(F)(F)F, [Na+], O, O=S(=O)([O-])O. Product: O=C(c1ccc(C(F)(F)F)cc1)C(F)(F)F. As a reaction SMILES: [CH2:26]([N+:27]([CH2:28][CH2:29][CH2:30][CH3:31])([CH2:32][CH2:33][CH2:34][CH3:35])[CH2:36][CH2:37][CH2:38][CH3:39])[CH2:40][CH2:41][CH3:42].[CH2:43]([Cl:44])[Cl:45].[Cl:17][O-:18].[F:1][C:2]([CH:3]([OH:4])[c:5]1[cH:6][cH:7][c:8]([C:11]([F:12])([F:13])[F:14])[cH:9][cH:10]1)([F:15])[F:16].[Na+:19].[OH2:20].[S:21]([O-:22])([OH:23])(=[O:24])=[O:25]>>[F:1][C:2]([C:3](=[O:4])[c:5]1[cH:6][cH:7][c:8]([C:11]([F:12])([F:13])[F:14])[cH:9][cH:10]1)([F:15])[F:16].